From a dataset of the Open Reaction Database (ORD), a public repository of structured organic reaction records. describe an organic reaction: reactants, conditions, products, and yield Reactants: CC(O[Si](C)(C)C(C)(C)C)C1C(=O)NC1C#C[Si](C)(C)C, CCOC(C)=O, [Hg+2], C1CCOC1, O, O=S(=O)(O)O, O=S(=O)([O-])[O-]. Product: CC(=O)C1NC(=O)C1C(C)O[Si](C)(C)C(C)(C)C. RXN SMILES: [C:1]([CH3:2])([CH3:3])([CH3:4])[Si:5]([O:6][CH:7]([CH3:8])[CH:9]1[C:10](=[O:19])[NH:11][CH:12]1[C:13]#[C:14][Si:15]([CH3:16])([CH3:17])[CH3:18])([CH3:20])[CH3:21].[CH3:27][CH2:28][O:29][C:30](=[O:31])[CH3:32].[Hg+2:44].[O:33]1[CH2:34][CH2:35][CH2:36][CH2:37]1.[OH2:38].[S:22]([OH:23])(=[O:24])(=[O:25])[OH:26].[S:39]([O-:40])([O-:41])(=[O:42])=[O:43]>>[C:1]([CH3:2])([CH3:3])([CH3:4])[Si:5]([O:6][CH:7]([CH3:8])[CH:9]1[C:10](=[O:19])[NH:11][CH:12]1[C:13]([CH3:14])=[O:23])([CH3:20])[CH3:21]. Reactants: C12C(CCCC1)O2 (cyclohexene oxide), C(C)(C)(C)N (t-butyl amine). Reagents/catalysts: [Cl-].[Zn+2].[Cl-] (zinc chloride). Run in C1(=CC=CC=C1)C (toluene), C1(=CC=CC=C1)C (toluene). Conditions: temperature 120 celsius. Product: OC1C(CCCC1)NC(C)(C)C (N-2-hydroxycyclohexyl-N-t-butylamine). Isolated yield 92.4%. As a reaction SMILES: [CH:1]12[O:7][CH:2]1[CH2:3][CH2:4][CH2:5][CH2:6]2.[C:8]([NH2:12])([CH3:11])([CH3:10])[CH3:9]>C1(C)C=CC=CC=1.[Cl-].[Zn+2].[Cl-]>[OH:7][CH:1]1[CH2:6][CH2:5][CH2:4][CH2:3][CH:2]1[NH:12][C:8]([CH3:11])([CH3:10])[CH3:9] |f:3.4.5|. Procedure: A mixture of cyclohexene oxide (19.6 g), t-butyl amine (37.1 g), zinc chloride (2.5 g), and 50 ml of toluene were sealed under an inert atmosphere in a Diels-Alder flask. The contents were stirred and heated in a sand bath at 120° C. for 23 hours. After cooling the slurry was diluted with 100 ml of toluene, washed with dilute ammonium hydroxide solution (3×250 ml) and water (300 ml), dried (Na2SO4), filtered, and the solvents were removed under reduced pressure to give 31.6 g of N-2-hydroxycyclo... The reactants are C(C1=CC=CC=C1)OC1=NC(=CC=C1)COCOCC[Si](C)(C)C (2-benzyloxy-6-(2-trimethylsilanyl-ethoxymethoxy-methyl)pyridine), [H][H] (hydrogen). Reagents/catalysts: [Ni] (Raney Nickel). Solvent: C(C)O (ethanol). Run at time 30 minute. The product is C[Si](CCOCOCC1=CC=CC(=N1)O)(C)C (6-(2-trimethylsilanyl-ethoxymethoxymethyl)-pyridin-2-ol). Isolated yield 76.8%. RXN SMILES: C([O:8][C:9]1[CH:14]=[CH:13][CH:12]=[C:11]([CH2:15][O:16][CH2:17][O:18][CH2:19][CH2:20][Si:21]([CH3:24])([CH3:23])[CH3:22])[N:10]=1)C1C=CC=CC=1.[H][H]>[Ni].C(O)C>[CH3:22][Si:21]([CH3:24])([CH3:23])[CH2:20][CH2:19][O:18][CH2:17][O:16][CH2:15][C:11]1[N:10]=[C:9]([OH:8])[CH:14]=[CH:13][CH:12]=1. Procedure: 7 g of Raney Nickel are added to a solution of 7 g of 2-benzyloxy-6-(2-trimethylsilanyl-ethoxymethoxy-methyl)pyridine in 75 ml of ethanol saturated with hydrogen. The suspension is stirred vigorously under a low hydrogen pressure at room temperature for 1 hour 30 minutes. The solid in suspension is removed by filtration on celite and then the ethanol is evaporated off. The title product is isolated by chromatography on a silica column (eluent: dichloromethane/methanol; 98:2). 4 g of a colorless ... Starting materials: C(C)OC1=C(C2=C(C3C(O2)CC(CC3)C=CCCC)C=C1)F (7-ethoxy-6-fluoro-3-pent-1-enyl-1,2,3,4,4a,9b-hexahydrodibenzofuran), [H][H] (hydrogen). The reagents and catalysts are [Pd] (Pd/C). The solvent is C1CCOC1 (THF). The product is C(C)OC1=C(C2=C(C3C(O2)CC(CC3)CCCCC)C=C1)F (7-ethoxy-6-fluoro-3-pentyl-1,2,3,4,4a,9b-hexahydro-dibenzofuran). As a reaction SMILES: [CH2:1]([O:3][C:4]1[CH:21]=[CH:20][C:7]2[CH:8]3[CH2:14][CH2:13][CH:12]([CH:15]=[CH:16][CH2:17][CH2:18][CH3:19])[CH2:11][CH:9]3[O:10][C:6]=2[C:5]=1[F:22])[CH3:2].[H][H]>C1COCC1.[Pd]>[CH2:1]([O:3][C:4]1[CH:21]=[CH:20][C:7]2[CH:8]3[CH2:14][CH2:13][CH:12]([CH2:15][CH2:16][CH2:17][CH2:18][CH3:19])[CH2:11][CH:9]3[O:10][C:6]=2[C:5]=1[F:22])[CH3:2]. Procedure: 5.1 g (about 10.7 mmol) of (E/Z) isomer mixture of (±)-(3R*, 4aR*, 9bS*)-7-ethoxy-6-fluoro-3-pent-1-enyl-1,2,3,4,4a,9b-hexahydrodibenzofuran in 50 ml of THF are hydrogenated in a hydrogen atmosphere with addition of 5.0 g of Pd/C (5% Pd). After completion of the uptake of hydrogen (37 h), the reaction solution is filtered and concentrated to dryness. The residue is filtered adsorptively (SiO2, toluene), and the beige solid obtained is re-crystallised repeatedly from isopropanol at room temperatu... Reactants: COc1c(C)ccc2c1CC(C1CCNCC1)OC2CBr, CN1CCCC1=O, FC(F)(F)c1ccc(CBr)cc1. Product: COc1c(C)ccc2c1CC(C1CCN(Cc3ccc(C(F)(F)F)cc3)CC1)OC2CBr. RXN SMILES: [Br:13][CH2:14][CH:15]1[O:16][CH:17]([CH:28]2[CH2:29][CH2:30][NH:31][CH2:32][CH2:33]2)[CH2:18][c:19]2[c:20]([O:26][CH3:27])[c:21]([CH3:25])[cH:22][cH:23][c:24]21.[CH3:34][N:35]1[CH2:36][CH2:37][CH2:38][C:39]1=[O:40].[F:1][C:2]([c:3]1[cH:4][cH:5][c:6]([CH2:7][Br:8])[cH:9][cH:10]1)([F:11])[F:12]>>[F:1][C:2]([c:3]1[cH:4][cH:5][c:6]([CH2:7][N:31]2[CH2:30][CH2:29][CH:28]([CH:17]3[O:16][CH:15]([CH2:14][Br:13])[c:24]4[c:19]([c:20]([O:26][CH3:27])[c:21]([CH3:25])[cH:22][cH:23]4)[CH2:18]3)[CH2:33][CH2:32]2)[cH:9][cH:10]1)([F:11])[F:12]. Starting materials: CC(C)(C)ON=O, ClC(Cl)Cl, F, [K+], [K+], Cc1cc(C#N)cc(C)c1Oc1nc(N)nc2c1ccn2Cc1ccccc1, O=C([O-])[O-], O, c1ccncc1. Product: Cc1cc(C#N)cc(C)c1Oc1nc(F)nc2c1ccn2Cc1ccccc1. Reaction SMILES: [C:30]([O:31][N:32]=[O:33])([CH3:34])([CH3:35])[CH3:36].[Cl:49][CH:50]([Cl:51])[Cl:52].[FH:29].[K+:37].[K+:38].[NH2:1][c:2]1[n:3][c:4]([O:18][c:19]2[c:20]([CH3:28])[cH:21][c:22]([C:23]#[N:24])[cH:25][c:26]2[CH3:27])[c:5]2[c:6]([n:7]1)[n:8]([CH2:11][c:12]1[cH:13][cH:14][cH:15][cH:16][cH:17]1)[cH:9][cH:10]2.[O-:39][C:40]([O-:41])=[O:42].[OH2:53].[cH:43]1[cH:44][cH:45][n:46][cH:47][cH:48]1>>[c:2]1([F:29])[n:3][c:4]([O:18][c:19]2[c:20]([CH3:28])[cH:21][c:22]([C:23]#[N:24])[cH:25][c:26]2[CH3:27])[c:5]2[c:6]([n:7]1)[n:8]([CH2:11][c:12]1[cH:13][cH:14][cH:15][cH:16][cH:17]1)[cH:9][cH:10]2.